This data is from the Open Reaction Database (ORD), a public repository of structured organic reaction records. The task is: describe an organic reaction: reactants, conditions, products, and yield Starting materials: O=C([O-])[O-], CN(C)C=O, COc1cc2c(Oc3cc4ccccc4nc3C(C)=O)ccnc2cc1OCCCl, [K+], [K+], O. The product is COc1cc2c(Oc3cc4ccccc4nc3C(C)=O)ccnc2cc1OCCO. As a reaction SMILES: [C:31]([O-:32])(=[O:33])[O-:34].[CH3:38][N:39]([CH3:40])[CH:41]=[O:42].[Cl:1][CH2:2][CH2:3][O:4][c:5]1[c:6]([O:29][CH3:30])[cH:7][c:8]2[c:9]([O:15][c:16]3[c:17]([C:26]([CH3:27])=[O:28])[n:18][c:19]4[cH:20][cH:21][cH:22][cH:23][c:24]4[cH:25]3)[cH:10][cH:11][n:12][c:13]2[cH:14]1.[K+:35].[K+:36].[OH2:37]>>[CH2:2]([CH2:3][O:4][c:5]1[c:6]([O:29][CH3:30])[cH:7][c:8]2[c:9]([O:15][c:16]3[c:17]([C:26]([CH3:27])=[O:28])[n:18][c:19]4[cH:20][cH:21][cH:22][cH:23][c:24]4[cH:25]3)[cH:10][cH:11][n:12][c:13]2[cH:14]1)[OH:32]. Starting materials: COc1ccc(C(=O)CBr)cc1, CN(C)C=O, CCOC(C)=O, [H-], [Na+], N#Cc1ccccc1-c1ccc(Cn2c(OCC(F)(F)F)cc(=O)[nH]c2=O)cc1. Yields the product COc1ccc(C(=O)Cn2c(=O)cc(OCC(F)(F)F)n(Cc3ccc(-c4ccccc4C#N)cc3)c2=O)cc1. RXN SMILES: [Br:30][CH2:31][C:32](=[O:33])[c:34]1[cH:35][cH:36][c:37]([O:40][CH3:41])[cH:38][cH:39]1.[CH3:42][N:43]([CH3:44])[CH:45]=[O:46].[CH3:49][CH2:50][O:51][C:52](=[O:53])[CH3:54].[H-:47].[Na+:48].[O:1]=[c:2]1[n:3]([CH2:15][c:16]2[cH:17][cH:18][c:19](-[c:22]3[c:23]([C:28]#[N:29])[cH:24][cH:25][cH:26][cH:27]3)[cH:20][cH:21]2)[c:4]([O:9][CH2:10][C:11]([F:12])([F:13])[F:14])[cH:5][c:6](=[O:8])[nH:7]1>>[O:1]=[c:2]1[n:3]([CH2:15][c:16]2[cH:17][cH:18][c:19](-[c:22]3[c:23]([C:28]#[N:29])[cH:24][cH:25][cH:26][cH:27]3)[cH:20][cH:21]2)[c:4]([O:9][CH2:10][C:11]([F:12])([F:13])[F:14])[cH:5][c:6](=[O:8])[n:7]1[CH2:31][C:32](=[O:33])[c:34]1[cH:35][cH:36][c:37]([O:40][CH3:41])[cH:38][cH:39]1. Starting materials: CC(C)n1c(N2CCN(C)CC2)nc2cc(Cl)ccc21, [Na+], [OH-], O, O=[N+]([O-])O, O=S(=O)(O)O. Yields the product CC(C)n1c(N2CCN(C)CC2)nc2cc(Cl)c([N+](=O)[O-])cc21. RXN SMILES: [Cl:1][c:2]1[cH:3][c:4]2[c:5]([n:6]([CH:16]([CH3:17])[CH3:18])[c:7]([N:9]3[CH2:10][CH2:11][N:12]([CH3:15])[CH2:13][CH2:14]3)[n:8]2)[cH:19][cH:20]1.[Na+:27].[OH-:26].[OH2:25].[OH:21][N+:22]([O-:23])=[O:24].[S:28](=[O:29])(=[O:30])([OH:31])[OH:32]>>[Cl:1][c:2]1[cH:3][c:4]2[c:5]([n:6]([CH:16]([CH3:17])[CH3:18])[c:7]([N:9]3[CH2:10][CH2:11][N:12]([CH3:15])[CH2:13][CH2:14]3)[n:8]2)[cH:19][c:20]1[N+:22](=[O:21])[O-:23]. Starting materials: COC(=O)C=1N=C(C=2C(N(C=CC2C1O)CC1=CC=CC=C1)=O)C#N (7-benzyl-1-cyano-4-hydroxy-8-oxo-7,8-dihydro-[2,7]naphthyridine-3-carboxylic acid methyl ester), NCCCC(=O)O (4-aminobutyric acid), C[O-].[Na+] (NaOMe). Product: C(C1=CC=CC=C1)N1C=CC=2C(=C(N=C(C2C1=O)C#N)C(=O)NCCCC(=O)O)O (4-[(7-Benzyl-1-cyano-4-hydroxy-8-oxo-7,8-dihydro-[2,7]naphthyridine-3-carbonyl)-amino]-butyric acid). Yield: 87.5%. As a reaction SMILES: CO[C:3]([C:5]1[N:6]=[C:7]([C:24]#[N:25])[C:8]2[C:9](=[O:23])[N:10]([CH2:16][C:17]3[CH:22]=[CH:21][CH:20]=[CH:19][CH:18]=3)[CH:11]=[CH:12][C:13]=2[C:14]=1[OH:15])=[O:4].[NH2:26][CH2:27][CH2:28][CH2:29][C:30]([OH:32])=[O:31].C[O-].[Na+]>>[CH2:16]([N:10]1[C:9](=[O:23])[C:8]2[C:7]([C:24]#[N:25])=[N:6][C:5]([C:3]([NH:26][CH2:27][CH2:28][CH2:29][C:30]([OH:32])=[O:31])=[O:4])=[C:14]([OH:15])[C:13]=2[CH:12]=[CH:11]1)[C:17]1[CH:22]=[CH:21][CH:20]=[CH:19][CH:18]=1 |f:2.3|. Procedure details: A mixture of 7-benzyl-1-cyano-4-hydroxy-8-oxo-7,8-dihydro-[2,7]naphthyridine-3-carboxylic acid methyl ester (30 mg, 0.090 mmol), 4-aminobutyric acid (185 mg, 1.79 mmol) and NaOMe solution (2.7 mL, 1.34 mmol, 0.5 M in MeOH) was refluxed for 24 h. After the mixture was cooled to r.t., solvent was evaporated in vacuo. The residue was partitioned between EtOAc and water. 1 M HCl was added with vigorous stirring until pH was about 1. The organic layer was dried over MgSO4 and concentrated to give 32 ... The reactants are NC1=NC=2C=CC=CC2C2=C1N=C(N2CCCC(C)=O)COCC (5-(4-amino-2-ethoxymethyl-1H-imidazo[4,5-c]quinolin-1-yl)pentan-2-one), Cl.NO (hydroxylamine hydrochloride). The product is NC1=NC=2C=CC=CC2C2=C1N=C(N2CCCC(C)=NO)COCC (5-(4-amino-2-ethoxymethyl-1H-imidazo[4,5-c]quinolin-1-yl)pentan-2-one oxime). As a reaction SMILES: [NH2:1][C:2]1[C:11]2[N:12]=[C:13]([CH2:21][O:22][CH2:23][CH3:24])[N:14]([CH2:15][CH2:16][CH2:17][C:18](=O)[CH3:19])[C:10]=2[C:9]2[CH:8]=[CH:7][CH:6]=[CH:5][C:4]=2[N:3]=1.Cl.[NH2:26][OH:27]>>[NH2:1][C:2]1[C:11]2[N:12]=[C:13]([CH2:21][O:22][CH2:23][CH3:24])[N:14]([CH2:15][CH2:16][CH2:17][C:18](=[N:26][OH:27])[CH3:19])[C:10]=2[C:9]2[CH:8]=[CH:7][CH:6]=[CH:5][C:4]=2[N:3]=1 |f:1.2|. Procedure: By the general method described in Part F of Example 30, 5-(4-amino-2-ethoxymethyl-1H-imidazo[4,5-c]quinolin-1-yl)pentan-2-one was reacted with hydroxylamine hydrochloride to provide 5-(4-amino-2-ethoxymethyl-1H-imidazo[4,5-c]quinolin-1-yl)pentan-2-one oxime in about a 3.5 to 1 mixture of E and Z isomers as a white solid after recrystallization from a mixture of toluene and methanol, mp 220-223° C.